This data is from the Open Reaction Database (ORD), a public repository of structured organic reaction records. The task is: describe an organic reaction: reactants, conditions, products, and yield Reactants: NC=1C=C(C=CC1F)N1C(N(C2=NC(=NC=C2C1)SC)C)=O (3-(3-amino-4-fluorophenyl)-1-methyl-7-(methylthio)-3,4-dihydropyrimido[4,5-d]pyrimidin-2(1H)-one). Reagents/catalysts: [Ni] (Ni). The solvent is C1CCOC1 (THF). Reaction conditions: temperature 60 celsius, time 5 hour. Yields the product NC=1C=C(C=CC1F)N1C(N(C2=NC=NC=C2C1)C)=O (3-(3-amino-4-fluoro-phenyl)-1-methyl-3,4-dihydro-1H-pyrimido[4,5-d]pyrimidin-2-one). The yield is 76.5%. As a reaction SMILES: [NH2:1][C:2]1[CH:3]=[C:4]([N:9]2[CH2:18][C:17]3[C:12](=[N:13][C:14](SC)=[N:15][CH:16]=3)[N:11]([CH3:21])[C:10]2=[O:22])[CH:5]=[CH:6][C:7]=1[F:8]>C1COCC1.[Ni]>[NH2:1][C:2]1[CH:3]=[C:4]([N:9]2[CH2:18][C:17]3[C:12](=[N:13][CH:14]=[N:15][CH:16]=3)[N:11]([CH3:21])[C:10]2=[O:22])[CH:5]=[CH:6][C:7]=1[F:8]. Procedure details: To a solution of Example A1 (700 mg, 2.2 mmol) in THF (10 mL) was added Raney-Ni (50% wt slurry in water, 1.0 g) and then the reaction mixture was stirred under 1 atm of H2 at 60° C. for 5 h. The mixture was filtered through diatomite and the cake was washed with THF. The combined filtrate was concentrated to give 3-(3-amino-4-fluoro-phenyl)-1-methyl-3,4-dihydro-1H-pyrimido[4,5-d]pyrimidin-2-one (460 mg, 76% yield) as a yellow solid. 1H NMR (300 MHz, DMSO-d6): δ 8.77 (s, 1 H), 8.39 (s, 1 H), 6.9... Starting materials: C, COC(=O)C(CCCCNC(=O)OCc1ccccc1)NC(=O)Nc1cc(OC)cc(C(C)(C)C)c1O, CO, [Pd]. As a reaction SMILES: [C:38].[CH2:1]([O:2][C:3](=[O:6])[NH:11][CH2:12][CH2:13][CH2:14][CH2:15][CH:16]([C:17]([O:4][CH3:5])=[O:18])[NH:21][C:22]([NH:23][c:24]1[c:25]([OH:36])[c:26]([C:32]([CH3:33])([CH3:34])[CH3:35])[cH:27][c:28]([O:30][CH3:31])[cH:29]1)=[O:37])[c:7]1[cH:8][cH:9][cH:10][cH:19][cH:20]1.[CH3:40][OH:41].[Pd:39]>>[NH:11]1[CH2:12][CH2:13][CH2:14][CH2:15][CH:16]([NH:21][C:22]([NH:23][c:24]2[c:25]([OH:36])[c:26]([C:32]([CH3:33])([CH3:34])[CH3:35])[cH:27][c:28]([O:30][CH3:31])[cH:29]2)=[O:37])[C:17]1=[O:18]. The product is COc1cc(NC(=O)NC2CCCCNC2=O)c(O)c(C(C)(C)C)c1.